From a dataset of the Open Reaction Database (ORD), a public repository of structured organic reaction records. describe an organic reaction: reactants, conditions, products, and yield Starting materials: II (Iodine), FC(C1=NC=CC(=C1)O)(F)F (2-(trifluoromethyl)pyridin-4-ol), C(=O)([O-])[O-].[K+].[K+] (K2CO3). Run in CO (methanol). Run at time 20 hour. Yields the product IC=1C(=CC(=NC1)C(F)(F)F)O (5-iodo-2-(trifluoromethyl)pyridin-4-ol). Yield: 57.6%. Reaction SMILES: [I:1]I.[F:3][C:4]([F:13])([F:12])[C:5]1[CH:10]=[C:9]([OH:11])[CH:8]=[CH:7][N:6]=1.C([O-])([O-])=O.[K+].[K+]>CO>[I:1][C:8]1[C:9]([OH:11])=[CH:10][C:5]([C:4]([F:3])([F:12])[F:13])=[N:6][CH:7]=1 |f:2.3.4|. Procedure details: Iodine (8.16 g, 32.1 mmol) was added in five portions to a solution of 2-(trifluoromethyl)pyridin-4-ol (5 g, 30.65 mmol) and K2CO3 (4.66 g, 33.7 mmol) in methanol (34 mL) at 0° C. and the resulting mixture was stirred at room temperature for 20 h. The solution was washed with saturated aqueous sodium sulfite then acetic acid (10 mL) was added and the solution was extracted with ethyl acetate, dried (Na2SO4), filtered, concentrated under vacuum and the residue was purified on a silica gel column ... The reactants are C1(CCCC1)OC=1C=C(C=CC1OC)[C@@H]1CN(C[C@H]1C(=O)OC)C(=O)OC(C)(C)C (trans-3-(3-cyclopentoxy-4-methoxyphenyl)-1-(1,1-dimethylethoxycarbonyl)-4-(methoxycarbonyl)pyrrolidine), FC(C(=O)O)(F)F (trifluoroacetic acid), C[Si](C)(C)N=C=O (trimethylsilylisocyanate). The reagents and catalysts are CN(C1=CC=NC=C1)C (4-dimethylaminopyridine). Run in C(Cl)Cl (CH2Cl2). Reaction conditions: time 12 hour. Product: NC(=O)N1C[C@H]([C@@H](C1)C(=O)OC)C1=CC(=C(C=C1)OC)OC1CCCC1 (trans-1-aminocarbonyl-3-(3-cyclopentoxy-4-methoxyphenyl)-4-(methoxycarbonyl)pyrrolidine). Yield: 67.0%. RXN SMILES: [CH:1]1([O:6][C:7]2[CH:8]=[C:9]([C@H:15]3[C@H:19]([C:20]([O:22][CH3:23])=[O:21])[CH2:18][N:17]([C:24]([O:26]C(C)(C)C)=O)[CH2:16]3)[CH:10]=[CH:11][C:12]=2[O:13][CH3:14])[CH2:5][CH2:4][CH2:3][CH2:2]1.FC(F)(F)C(O)=O.C[Si]([N:42]=C=O)(C)C>C(Cl)Cl.CN(C)C1C=CN=CC=1>[NH2:42][C:24]([N:17]1[CH2:18][C@@H:19]([C:20]([O:22][CH3:23])=[O:21])[C@H:15]([C:9]2[CH:10]=[CH:11][C:12]([O:13][CH3:14])=[C:7]([O:6][CH:1]3[CH2:5][CH2:4][CH2:3][CH2:2]3)[CH:8]=2)[CH2:16]1)=[O:26]. Procedure details: To a solution of trans-3-(3-cyclopentoxy-4-methoxyphenyl)-1-(1,1-dimethylethoxycarbonyl)-4-(methoxycarbonyl)pyrrolidine (419 mg, 1.0 mmol) in 2 mL of CH2Cl2 at 0° C. was added 2.3 mL of trifluoroacetic acid. The solution was stirred for 12 hr at room temperature, and concentrated to an oil. The oil was dissolved in 2 mL of CH2Cl2 and 4-dimethylaminopyridine 366 mg, 3.0 mmol) was added. To this solution at 0° C. was added trimethylsilylisocyanate (1.15 g, 10.0 mmol). The bath was removed and the ... Starting materials: O=C([O-])[O-], COCCOC, COc1ccc(CN(c2cc(Cl)nn3c(C#N)cnc23)C2CC2)cc1, [Cs+], [Cs+], [Cu]I, O=C(C=Cc1ccccc1)C=Cc1ccccc1, O=C(C=Cc1ccccc1)C=Cc1ccccc1, O=C(C=Cc1ccccc1)C=Cc1ccccc1, [Pd], [Pd], Nc1cccc(N)n1. Product: COc1ccc(CN(c2cc(Nc3cccc(N)n3)nn3c(C#N)cnc23)C2CC2)cc1. Reaction SMILES: [C:34](=[O:35])([O-:36])[O-:37].[CH3:98][O:99][CH2:100][CH2:101][O:102][CH3:103].[Cl:1][c:2]1[cH:3][c:4]([N:13]([CH2:14][c:15]2[cH:16][cH:17][c:18]([O:21][CH3:22])[cH:19][cH:20]2)[CH:23]2[CH2:24][CH2:25]2)[c:5]2[n:6]([n:7]1)[c:8]([C:11]#[N:12])[cH:9][n:10]2.[Cs+:38].[Cs+:39].[Cu:40][I:41].[O:44]=[C:45]([CH:46]=[CH:47][c:48]1[cH:49][cH:50][cH:51][cH:52][cH:53]1)[CH:54]=[CH:55][c:56]1[cH:57][cH:58][cH:59][cH:60][cH:61]1.[O:62]=[C:63]([CH:64]=[CH:65][c:66]1[cH:67][cH:68][cH:69][cH:70][cH:71]1)[CH:72]=[CH:73][c:74]1[cH:75][cH:76][cH:77][cH:78][cH:79]1.[O:80]=[C:81]([CH:82]=[CH:83][c:84]1[cH:85][cH:86][cH:87][cH:88][cH:89]1)[CH:90]=[CH:91][c:92]1[cH:93][cH:94][cH:95][cH:96][cH:97]1.[Pd:42].[Pd:43].[n:26]1[c:27]([NH2:33])[cH:28][cH:29][cH:30][c:31]1[NH2:32]>>[c:2]1([NH:32][c:31]2[n:26][c:27]([NH2:33])[cH:28][cH:29][cH:30]2)[cH:3][c:4]([N:13]([CH2:14][c:15]2[cH:16][cH:17][c:18]([O:21][CH3:22])[cH:19][cH:20]2)[CH:23]2[CH2:24][CH2:25]2)[c:5]2[n:6]([n:7]1)[c:8]([C:11]#[N:12])[cH:9][n:10]2. Starting materials: [Na].[Na].[Na].S(=O)(=O)(O)C=1C=C(C=CC1)P(C1=CC(=CC=C1)S(=O)(=O)O)C1=CC(=CC=C1)S(=O)(=O)O (tris(3-sulfophenyl)phosphine trisodium salt), ClC1=C(C=C(C=C1)B(O)O)C(F)(F)F (4-chloro-3-trifluoromethylphenyl boronic acid), BrC=1C=CC(=C(C1)C1C(C(OC(C1=O)(C)C)(C)C)=O)CC (4-(5-bromo-2-ethylphenyl)-2,2,6,6-tetramethylpyran-3,5-dione), P(=O)([O-])([O-])[O-].[K+].[K+].[K+] (potassium phosphate). Reagents/catalysts: C(C)(=O)[O-].[Pd+2].C(C)(=O)[O-] (palladium(II) acetate). Solvent: CN(C=O)C (N,N-dimethylformamide), C(C)#N (acetonitrile). Reaction conditions: temperature 160 celsius, time 5 minute. The product is ClC1=C(C=C(C=C1)C1=CC(=C(C=C1)CC)C1C(C(OC(C1=O)(C)C)(C)C)=O)C(F)(F)F (4-(4′-chloro-4-ethyl-3′-trifluoromethylbiphenyl-3-yl)-2,2,6,6-tetramethylpyran-3,5-dione). The yield is 53.5%. As a reaction SMILES: [Na].[Na].[Na].S(C1C=C(P(C2C=CC=C(S(O)(=O)=O)C=2)C2C=CC=C(S(O)(=O)=O)C=2)C=CC=1)(O)(=O)=O.[Cl:35][C:36]1[CH:41]=[CH:40][C:39](B(O)O)=[CH:38][C:37]=1[C:45]([F:48])([F:47])[F:46].Br[C:50]1[CH:51]=[CH:52][C:53]([CH2:68][CH3:69])=[C:54]([CH:56]2[C:61](=[O:62])[C:60]([CH3:64])([CH3:63])[O:59][C:58]([CH3:66])([CH3:65])[C:57]2=[O:67])[CH:55]=1.P([O-])([O-])([O-])=O.[K+].[K+].[K+]>CN(C)C=O.C([O-])(=O)C.[Pd+2].C([O-])(=O)C.C(#N)C>[Cl:35][C:36]1[CH:41]=[CH:40][C:39]([C:50]2[CH:51]=[CH:52][C:53]([CH2:68][CH3:69])=[C:54]([CH:56]3[C:61](=[O:62])[C:60]([CH3:64])([CH3:63])[O:59][C:58]([CH3:66])([CH3:65])[C:57]3=[O:67])[CH:55]=2)=[CH:38][C:37]=1[C:45]([F:48])([F:47])[F:46] |f:0.1.2.3,6.7.8.9,11.12.13,^1:0,1,2|. Reported procedure: To a microwave vial is added palladium(II) acetate (3.3 mg, 0.015 mmol), tris(3-sulfophenyl)phosphine trisodium salt (22 mg, 0.038 mmol), 4-chloro-3-trifluoromethylphenyl boronic acid (0.200 g, 0.89 mmol), 4-(5-bromo-2-ethylphenyl)-2,2,6,6-tetramethylpyran-3,5-dione (0.208 g, 0.59 mmol) and potassium phosphate (0.625 g, 2.95 mmol). A degassed mixed solution of acetonitrile/distilled water (1.5 ml, 1:1 ratio) is next added (washing-down any solids from the slides of the vial), followed by stirrin...